Dataset: the Open Reaction Database (ORD), a public repository of structured organic reaction records. Task: describe an organic reaction: reactants, conditions, products, and yield Solvent: N1=CC=CC=C1 (pyridine). RXN SMILES: [Cl:1][C:2]1[CH:7]=[CH:6][C:5]([S:8](Cl)(=[O:10])=[O:9])=[CH:4][C:3]=1[C:12]([F:15])([F:14])[F:13].C[O:17][C:18]([C:20]1[C:25]([NH2:26])=[CH:24][CH:23]=[CH:22][N:21]=1)=[O:19].C1COCC1.[Li+].[OH-]>N1C=CC=CC=1>[Cl:1][C:2]1[CH:7]=[CH:6][C:5]([S:8]([NH:26][C:25]2[C:20]([C:18]([OH:19])=[O:17])=[N:21][CH:22]=[CH:23][CH:24]=2)(=[O:10])=[O:9])=[CH:4][C:3]=1[C:12]([F:15])([F:14])[F:13] |f:3.4|. Yields the product ClC1=C(C=C(C=C1)S(=O)(=O)NC=1C(=NC=CC1)C(=O)O)C(F)(F)F (3-(4-Chloro-3-trifluoromethyl-benzenesulfonylamino)-pyridine-2-carboxylic acid). Procedure details: Prepared from 0.60 g (2.17 mmol) of 4-chloro-3-trifluoromethyl-benzenesulfonyl chloride and 0.30 g (1.97 mmol) of 3-amino-pyridine-2-carboxylic acid methyl ester in 3 mL pyridine using procedure x. The solvent was switched to THF, followed by the addition of 1 M aqueous LiOH and the mixture stirred for 1 h. The pH of the mixture was adjusted to neutral and the product was extracted with ethyl acetate. LC-MSD, m/z for C13H8ClF3N2O4S [M+H]+=380.9, 383.0; HPLC retention time: 1.8 min. Starting materials: [Li+].[OH-] (LiOH), ClC1=C(C=C(C=C1)S(=O)(=O)Cl)C(F)(F)F (4-chloro-3-trifluoromethyl-benzenesulfonyl chloride), COC(=O)C1=NC=CC=C1N (3-amino-pyridine-2-carboxylic acid methyl ester), C1CCOC1 (THF). Reaction conditions: time 1 hour. Reactants: C1CCOC1, Nc1cc(C2CC2)n[nH]1, Clc1nc(Cl)nc(Cl)n1. Yields the product Clc1nc(Cl)nc(Nc2cc(C3CC3)n[nH]2)n1. RXN SMILES: [CH2:19]1[O:20][CH2:21][CH2:22][CH2:23]1.[CH:1]1([c:4]2[cH:5][c:6]([NH2:9])[nH:7][n:8]2)[CH2:2][CH2:3]1.[Cl:10][c:11]1[n:12][c:13]([Cl:18])[n:14][c:15]([Cl:17])[n:16]1>>[CH:1]1([c:4]2[cH:5][c:6]([NH:9][c:15]3[n:14][c:13]([Cl:18])[n:12][c:11]([Cl:10])[n:16]3)[nH:7][n:8]2)[CH2:2][CH2:3]1. Reactants: FC(F)(F)c1ccc(Br)cc1, COCCOC, O=Cc1ccc(C(=O)O)cc1, ClCCl, [Na+], [Na+], O=C([O-])[O-], O. The product is O=Cc1ccc(-c2ccc(C(F)(F)F)cc2)cc1. Reaction SMILES: [Br:1][c:2]1[cH:3][cH:4][c:5]([C:8]([F:9])([F:10])[F:11])[cH:6][cH:7]1.[CH2:23]([CH2:24][O:25][CH3:26])[O:27][CH3:28].[CH:12](=[O:13])[c:14]1[cH:15][cH:16][c:17]([C:18]([OH:19])=[O:20])[cH:21][cH:22]1.[Cl:36][CH2:37][Cl:38].[Na+:29].[Na+:30].[O-:31][C:32](=[O:33])[O-:34].[OH2:35]>>[c:2]1(-[c:17]2[cH:16][cH:15][c:14]([CH:12]=[O:13])[cH:22][cH:21]2)[cH:3][cH:4][c:5]([C:8]([F:9])([F:10])[F:11])[cH:6][cH:7]1. The reactants are BrB(Br)Br, ClCCl, COCCN1CCN(CC(=O)Nc2cc(Oc3ccc4c(c3)nc(Nc3cc(C(F)(F)F)ccc3F)n4C)ccn2)CC1. Yields the product Cn1c(Nc2cc(C(F)(F)F)ccc2F)nc2cc(Oc3ccnc(NC(=O)CN4CCN(CCO)CC4)c3)ccc21. As a reaction SMILES: [B:44]([Br:45])([Br:46])[Br:47].[CH2:48]([Cl:49])[Cl:50].[F:1][c:2]1[c:3]([NH:12][c:13]2[n:14][c:15]3[c:16]([n:17]2[CH3:18])[cH:19][cH:20][c:21]([O:23][c:24]2[cH:25][c:26]([NH:30][C:31]([CH2:32][N:33]4[CH2:34][CH2:35][N:36]([CH2:39][CH2:40][O:41][CH3:42])[CH2:37][CH2:38]4)=[O:43])[n:27][cH:28][cH:29]2)[cH:22]3)[cH:4][c:5]([C:8]([F:9])([F:10])[F:11])[cH:6][cH:7]1>>[F:1][c:2]1[c:3]([NH:12][c:13]2[n:14][c:15]3[c:16]([n:17]2[CH3:18])[cH:19][cH:20][c:21]([O:23][c:24]2[cH:25][c:26]([NH:30][C:31]([CH2:32][N:33]4[CH2:34][CH2:35][N:36]([CH2:39][CH2:40][OH:41])[CH2:37][CH2:38]4)=[O:43])[n:27][cH:28][cH:29]2)[cH:22]3)[cH:4][c:5]([C:8]([F:9])([F:10])[F:11])[cH:6][cH:7]1. Starting materials: CN(C)C=O, ClC(Cl)Cl, O=C(OCc1ccccc1)N1CCOC(CCO)C1, O=S(Cl)Cl. Product: O=C(OCc1ccccc1)N1CCOC(CCCl)C1. Reaction SMILES: [CH3:20][N:21]([CH3:22])[CH:23]=[O:24].[CH:29]([Cl:30])([Cl:31])[Cl:32].[OH:1][CH2:2][CH2:3][CH:4]1[O:5][CH2:6][CH2:7][N:8]([C:10](=[O:11])[O:12][CH2:13][c:14]2[cH:15][cH:16][cH:17][cH:18][cH:19]2)[CH2:9]1.[S:25]([Cl:26])([Cl:27])=[O:28]>>[CH2:2]([CH2:3][CH:4]1[O:5][CH2:6][CH2:7][N:8]([C:10](=[O:11])[O:12][CH2:13][c:14]2[cH:15][cH:16][cH:17][cH:18][cH:19]2)[CH2:9]1)[Cl:27]. The reactants are C(C)OC(CN(C(=O)OCC)C1=CC(=C(C(=C1)Cl)OC1=CC(=C(C=C1)O)C(C)CC)Cl)=O ({[4-(3-sec-Butyl-4-hydroxy-phenoxy)-3,5-dichloro-phenyl]-ethoxycarbonyl-amino}-acetic acid ethyl ester), [OH-].[Na+] (NaOH). Run in CO (MeOH), O (H2O). Conditions: temperature 60 celsius, time 1 hour. Yields the product C(C)(CC)C=1C=C(OC2=C(C=C(C=C2Cl)N(C(=O)OCC)CC(=O)O)Cl)C=CC1O ({[4-(3-sec-Butyl-4-hydroxy-phenoxy)-3,5-dichloro-phenyl]-ethoxycarbonyl-amino}-acetic acid). Isolated yield 18.0%. As a reaction SMILES: C([O:3][C:4](=[O:32])[CH2:5][N:6]([C:12]1[CH:17]=[C:16]([Cl:18])[C:15]([O:19][C:20]2[CH:25]=[CH:24][C:23]([OH:26])=[C:22]([CH:27]([CH2:29][CH3:30])[CH3:28])[CH:21]=2)=[C:14]([Cl:31])[CH:13]=1)[C:7]([O:9][CH2:10][CH3:11])=[O:8])C.[OH-].[Na+]>CO.O>[CH:27]([C:22]1[CH:21]=[C:20]([CH:25]=[CH:24][C:23]=1[OH:26])[O:19][C:15]1[C:14]([Cl:31])=[CH:13][C:12]([N:6]([CH2:5][C:4]([OH:32])=[O:3])[C:7]([O:9][CH2:10][CH3:11])=[O:8])=[CH:17][C:16]=1[Cl:18])([CH2:29][CH3:30])[CH3:28] |f:1.2|. Reported procedure: The ester (0.77 g, 1.5 mmol) was dissolved in MeOH (18 mL) and to it a solution of NaOH (0.19 g, 4.75 mmol) in H2O (5.6 mL) was added and it was stirred at 60° C. for 1 hr. Methanol was evaporated from the reaction mixture and H2O was added, washed with diethyl ether. Aqueous layer was acidified to pH 4 using 10% HCl solution and extracted with ethyl acetate. The organic layer was washed with H2O, brine & dried over sodium sulphate, filtered and concentrated to give 0.75 g of crude product. The ... The reactants are OC=1C=C2CCCC(C2=CC1)=O (6-hydroxytetralone), C(=O)(C)C#N (AcCN), [Na+].[I-] (NaI), TEA, Cl[Si](C)(C)C (chlorotrimethylsilane). Run at time 1 hour. The product is C[Si](OC1=CCCC2=CC(=CC=C12)O[Si](C)(C)C)(C)C (1,6-Bis-trimethylsilanyloxy-3,4-dihyrdo-naphthalene). Yield: 83.2%. As a reaction SMILES: [OH:1][C:2]1[CH:3]=[C:4]2[C:9](=[CH:10][CH:11]=1)[C:8](=[O:12])[CH2:7][CH2:6][CH2:5]2.C(C#N)(C)=O.[Na+].[I-].Cl[Si:21]([CH3:24])([CH3:23])[CH3:22]>>[CH3:22][Si:21]([CH3:24])([CH3:23])[O:12][C:8]1[C:9]2[C:4](=[CH:3][C:2]([O:1][Si:21]([CH3:24])([CH3:23])[CH3:22])=[CH:11][CH:10]=2)[CH2:5][CH2:6][CH:7]=1 |f:2.3|. Reported procedure: To a solution of 6-hydroxytetralone (0.972 g, 6.0 mmol) in 10 mL of freshly distilled AcCN at room temperature was added sequentially dry NaI (2.25 g, 15 mmol), TEA (2.10 mL, 15 mmol), and chlorotrimethylsilane (1.92 mL, 15 mmol). After stirring for 1 hour, the reaction was quenched with the addition of a cold solution of saturated ammonium chloride and the reaction was extracted into Et2O (2×100 mL). The combined extracts were washed with ice cold water and then dried, filtered, and concentrate... The reactants are COC(=O)C=1NC=CC1 (pyrrole-2-carboxylic acid methyl ester), BrBr (bromine). The reagents and catalysts are II (iodine). The solvent is C(Cl)(Cl)(Cl)Cl (carbon tetrachloride), C(Cl)(Cl)(Cl)Cl (carbon tetrachloride). Conditions: time 10 minute. Yields the product COC(=O)C=1NC(=CC1)Br (5-bromo-1H-pyrrole-2-carboxylic acid methyl ester). The yield is 27.6%. As a reaction SMILES: [CH3:1][O:2][C:3]([C:5]1[NH:6][CH:7]=[CH:8][CH:9]=1)=[O:4].[Br:10]Br>C(Cl)(Cl)(Cl)Cl.II>[CH3:1][O:2][C:3]([C:5]1[NH:6][C:7]([Br:10])=[CH:8][CH:9]=1)=[O:4]. Procedure details: A solution of pyrrole-2-carboxylic acid methyl ester (79.9 mmol, 10.0 g) in carbon tetrachloride (300 ml) was heated to 70° C., then treated dropwise with a solution of bromine (99.9 mmol, 126.0 ml) in carbon tetrachloride (200 ml). The reaction was initiated by the addition of iodine (40 mg). After the addition was complete, the reaction was held at 70° C. for 10 min, then cooled to room temperature using an ice bath. The mixture was washed with 10% aqueous sodium carbonate (100 ml), followed b...